This data is from the Open Reaction Database (ORD), a public repository of structured organic reaction records. The task is: describe an organic reaction: reactants, conditions, products, and yield Reactants: CN(C=C1CCCC(C1=O)C1=CC=C(C=C1)Cl)C (6-[1-dimethylamino-methylidene]-2-(4-chloro-phenyl)-cyclohexanone), [N+](=O)(O)[O-].[N+](=O)(O)[O-].COC=1C=C(C=CC1N1C=NC(=C1)C)NC(=N)N (N-[3-methoxy-4-(4-methyl-imidazol-1-yl)-phenyl]-guanidine dinitrate). Yields the product ClC1=CC=C(C=C1)C1CCCC=2C=NC(=NC12)NC1=CC(=C(C=C1)N1C=NC(=C1)C)OC ([8-(4-Chloro-phenyl)-5,6,7,8-tetrahydro-quinazolin-2-yl]-[3-methoxy-4-(4-methyl-imidazol-1-yl)-phenyl]-amine), solid. The yield is 31.0%. As a reaction SMILES: CN(C)[CH:3]=[C:4]1[C:9](=O)[CH:8]([C:11]2[CH:16]=[CH:15][C:14]([Cl:17])=[CH:13][CH:12]=2)[CH2:7][CH2:6][CH2:5]1.[N+]([O-])(O)=O.[N+]([O-])(O)=O.[CH3:27][O:28][C:29]1[CH:30]=[C:31]([NH:41][C:42]([NH2:44])=[NH:43])[CH:32]=[CH:33][C:34]=1[N:35]1[CH:39]=[C:38]([CH3:40])[N:37]=[CH:36]1>>[Cl:17][C:14]1[CH:15]=[CH:16][C:11]([CH:8]2[C:9]3[N:44]=[C:42]([NH:41][C:31]4[CH:32]=[CH:33][C:34]([N:35]5[CH:39]=[C:38]([CH3:40])[N:37]=[CH:36]5)=[C:29]([O:28][CH3:27])[CH:30]=4)[N:43]=[CH:3][C:4]=3[CH2:5][CH2:6][CH2:7]2)=[CH:12][CH:13]=1 |f:1.2.3|. Procedure: The title compound was prepared from 6-[1-dimethylamino-methylidene]-2-(4-chloro-phenyl)-cyclohexanone (134 mg, 0.50 mmol) and N-[3-methoxy-4-(4-methyl-imidazol-1-yl)-phenyl]-guanidine dinitrate (186 mg, 0.50 mmol) using in analogous manner the procedure described in example 45b). Obtained as an off-white solid (69 mg, 31%). MS ISP (m/e): 446.1 [(M+H)+]. mp 210-212° C.